This data is from the Open Reaction Database (ORD), a public repository of structured organic reaction records. The task is: describe an organic reaction: reactants, conditions, products, and yield Starting materials: [OH-].[Na+] (NaOH), C1CCOC1 (THF), C(C1=CC=CC=C1)OC(=O)Cl (benzylchloroformate), Cl.N[C@@H](CC1=CNC2=CC=CC=C12)C(=O)N (L-tryptophanamide hydrochloride). The solvent is O (water). Run at time 5 minute. Product: C(C1=CC=CC=C1)OC(NC(CC1=CNC2=CC=CC=C12)C(N)=O)=O ([1-Carbamoyl-2-(3-indolyl)-ethyl]-carbamic acid benzyl ester). RXN SMILES: [OH-].[Na+].C1COCC1.Cl.[NH2:9][C@H:10]([C:21]([NH2:23])=[O:22])[CH2:11][C:12]1[C:20]2[C:15](=[CH:16][CH:17]=[CH:18][CH:19]=2)[NH:14][CH:13]=1.[CH2:24]([O:31][C:32](Cl)=[O:33])[C:25]1[CH:30]=[CH:29][CH:28]=[CH:27][CH:26]=1>O>[CH2:24]([O:31][C:32](=[O:33])[NH:9][CH:10]([C:21](=[O:22])[NH2:23])[CH2:11][C:12]1[C:20]2[C:15](=[CH:16][CH:17]=[CH:18][CH:19]=2)[NH:14][CH:13]=1)[C:25]1[CH:30]=[CH:29][CH:28]=[CH:27][CH:26]=1 |f:0.1,3.4|. Procedure details: To a solution of 8.35 g (0.21 mol) NaOH in 100 ml of water was added 200 ml of THF followed by 25.0 g (0.104 mol) of L-tryptophanamide hydrochloride. The mixture was cooled on ice and 19.6 g (0.114 mol) of benzylchloroformate was added under vigorous stirring during 5 minutes. The ice bath was removed and the mixture was stirred for 1 hour. Starting materials: Cc1cnc(CO)c(C)c1, ClCCl, O=[Mn]=O. Product: Cc1cnc(C=O)c(C)c1. As a reaction SMILES: [CH3:1][c:2]1[c:3]([CH2:9][OH:10])[n:4][cH:5][c:6]([CH3:8])[cH:7]1.[Cl:11][CH2:12][Cl:13].[O:14]=[Mn:15]=[O:16]>>[CH3:1][c:2]1[c:3]([CH:9]=[O:10])[n:4][cH:5][c:6]([CH3:8])[cH:7]1. Reactants: COC1=CC=C(CCl)C=C1 (4-methoxybenzyl chloride), OC1=C(C(=CC=C1)OC)C(C)=O (1-(2-Hydroxy-6-methoxyphenyl)ethanone), CN(C=O)C (dimethylformamide), C([O-])([O-])=O.[K+].[K+] (Potassium carbonate). Solvent: C(C)(C)(C)OC (methyl t-butyl ether). Run at temperature 35 celsius, time 12 hour. The product is COC1=C(C(=CC=C1)OCC1=CC=C(C=C1)OC)C(C)=O (1-[2-Methoxy-6-(4-methoxybenzyloxy)phenyl]ethanone). The yield is 68.7%. As a reaction SMILES: [OH:1][C:2]1[CH:7]=[CH:6][CH:5]=[C:4]([O:8][CH3:9])[C:3]=1[C:10](=[O:12])[CH3:11].CN(C)C=O.C(=O)([O-])[O-].[K+].[K+].[CH3:24][O:25][C:26]1[CH:33]=[CH:32][C:29]([CH2:30]Cl)=[CH:28][CH:27]=1>C(OC)(C)(C)C>[CH3:9][O:8][C:4]1[CH:5]=[CH:6][CH:7]=[C:2]([O:1][CH2:30][C:29]2[CH:32]=[CH:33][C:26]([O:25][CH3:24])=[CH:27][CH:28]=2)[C:3]=1[C:10](=[O:12])[CH3:11] |f:2.3.4|. Reported procedure: 1-(2-Hydroxy-6-methoxyphenyl)ethanone (1300 g, 7.82 mol) and dimethylformamide (10.4 L) are added to a 22 L flask and stirred to obtain a solution. Potassium carbonate (2700 g, 19.54 mol) is added in portions, then stirred for at least 30 min. Using an addition funnel, 4-methoxybenzyl chloride (14700 g, 9.39 mol) is added dropwise over 2.5 h to the mixture while maintaining the temperature <30° C. The reaction mixture is warmed to 35° C. and that temperature is held for 12 h. The reaction conver... The reactants are Cl (HCl), [I-].[K+] (potassium iodide), diazonium salt, CC1=C2C(NS(=O)(=O)C2=CC=C1N)=O (4-methyl-5-aminosaccharin), N(=O)[O-].[Na+] (sodium nitrite). Solvent: O (water), C(C)(=O)O (acetic acid), O (water). Run at temperature 50 celsius. Product: CC1=C2C(NS(=O)(=O)C2=CC=C1I)=O (4-Methyl-5-iodosaccharin). Reaction SMILES: Cl.[CH3:2][C:3]1[C:13](N)=[CH:12][CH:11]=[C:10]2[C:4]=1[C:5](=[O:15])[NH:6][S:7]2(=[O:9])=[O:8].N([O-])=O.[Na+].[I-:20].[K+]>O.C(O)(=O)C>[CH3:2][C:3]1[C:13]([I:20])=[CH:12][CH:11]=[C:10]2[C:4]=1[C:5](=[O:15])[NH:6][S:7]2(=[O:9])=[O:8] |f:2.3,4.5|. Reported procedure: A mixture of 205 ml of glacial acetic acid, 160 ml of water and 40 ml of conc. HCl is initially taken and 23.4 g (0.11 mol) of 4-methyl-5-aminosaccharin are introduced with stirring at 15°-20° C. 7.9 g (0.115 mol) of sodium nitrite are added dropwise to the resulting suspension at 5°-10° C. and it is stirred at 5° C. for 30 min. The diazonium salt, which is present as a suspension, is then added dropwise in portions to a solution of 19.1 g (0.115 mol) of potassium iodide in 170 ml of water which... Starting materials: O=C(c1ccc(Br)s1)N1CCCCC1, CC1CCCN1CC1CCCN1C(=O)c1ccc(B2OC(C)(C)C(C)(C)O2)cc1. Yields the product CC1CCCN1CC1CCCN1C(=O)c1ccc(-c2ccc(C(=O)N3CCCCC3)s2)cc1. RXN SMILES: [Br:30][c:31]1[cH:32][cH:33][c:34]([C:36](=[O:37])[N:38]2[CH2:39][CH2:40][CH2:41][CH2:42][CH2:43]2)[s:35]1.[CH3:1][CH:2]1[N:3]([CH2:7][CH:8]2[N:9]([C:13](=[O:14])[c:15]3[cH:16][cH:17][c:18]([B:21]4[O:22][C:23]([CH3:24])([CH3:25])[C:26]([CH3:27])([CH3:28])[O:29]4)[cH:19][cH:20]3)[CH2:10][CH2:11][CH2:12]2)[CH2:4][CH2:5][CH2:6]1>>[CH3:1][CH:2]1[N:3]([CH2:7][CH:8]2[N:9]([C:13](=[O:14])[c:15]3[cH:16][cH:17][c:18](-[c:31]4[cH:32][cH:33][c:34]([C:36](=[O:37])[N:38]5[CH2:39][CH2:40][CH2:41][CH2:42][CH2:43]5)[s:35]4)[cH:19][cH:20]3)[CH2:10][CH2:11][CH2:12]2)[CH2:4][CH2:5][CH2:6]1. Starting materials: CC(=CC(=O)O)CC(C)(C)NC(=O)OC(C)(C)C, ClCCl, CCN=C=NCCCN(C)C, CNC(=O)C(Cc1ccccc1)N(C)C(=O)C(Cc1ccc2ccccc2c1)NC, CCN(C(C)C)C(C)C, Cl, On1nnc2cccnc21. Yields the product CNC(=O)C(Cc1ccccc1)N(C)C(=O)C(Cc1ccc2ccccc2c1)N(C)C(=O)C=C(C)CC(C)(C)NC(=O)OC(C)(C)C. As a reaction SMILES: [C:1]([CH3:2])([CH3:3])([CH3:4])[O:5][C:6](=[O:7])[NH:8][C:9]([CH2:10][C:11](=[CH:12][C:13](=[O:14])[OH:15])[CH3:16])([CH3:17])[CH3:18].[CH2:80]([Cl:81])[Cl:82].[CH3:30][N:31]([CH3:32])[CH2:33][CH2:34][CH2:35][N:36]=[C:37]=[N:38][CH2:39][CH3:40].[CH3:41][N:42]([C:43]([CH:44]([CH2:45][c:46]1[cH:47][c:48]2[cH:49][cH:50][cH:51][cH:52][c:53]2[cH:54][cH:55]1)[NH:56][CH3:57])=[O:58])[CH:59]([CH2:60][c:61]1[cH:62][cH:63][cH:64][cH:65][cH:66]1)[C:67]([NH:68][CH3:69])=[O:70].[CH:71]([N:72]([CH:73]([CH3:74])[CH3:75])[CH2:76][CH3:77])([CH3:78])[CH3:79].[ClH:29].[OH:19][n:20]1[c:21]2[n:22][cH:23][cH:24][cH:25][c:26]2[n:27][n:28]1>>[C:1]([CH3:2])([CH3:3])([CH3:4])[O:5][C:6](=[O:7])[NH:8][C:9]([CH2:10][C:11](=[CH:12][C:13](=[O:15])[N:56]([CH:44]([C:43]([N:42]([CH3:41])[CH:59]([CH2:60][c:61]1[cH:62][cH:63][cH:64][cH:65][cH:66]1)[C:67]([NH:68][CH3:69])=[O:70])=[O:58])[CH2:45][c:46]1[cH:47][c:48]2[cH:49][cH:50][cH:51][cH:52][c:53]2[cH:54][cH:55]1)[CH3:57])[CH3:16])([CH3:17])[CH3:18]. The reactants are COc1ccc(CN(Cc2ccc(OC)cc2)c2ncc(-c3nc(N4CCOCC4)nc4c3CCN4)cn2)cc1, Nc1ccc(N2CCOCC2)cc1, COc1ccc(CN(Cc2ccc(OC)cc2)c2ncc(-c3nc(N4CCOCC4)nc4c3CCN4C(=O)Nc3ccc(N4CCOCC4)cc3)cn2)cc1. Yields the product Nc1ncc(-c2nc(N3CCOCC3)nc3c2CCN3C(=O)Nc2ccc(N3CCOCC3)cc2)cn1. Reaction SMILES: [CH3:1][O:2][c:3]1[cH:4][cH:5][c:6]([CH2:7][N:8]([CH2:9][c:10]2[cH:11][cH:12][c:13]([O:14][CH3:15])[cH:16][cH:17]2)[c:18]2[n:19][cH:20][c:21](-[c:22]3[c:23]4[c:27]([n:28][c:29]([N:30]5[CH2:31][CH2:32][O:33][CH2:34][CH2:35]5)[n:36]3)[NH:26][CH2:25][CH2:24]4)[cH:37][n:38]2)[cH:39][cH:40]1.[O:41]1[CH2:42][CH2:43][N:44]([c:45]2[cH:46][cH:47][c:48]([NH2:49])[cH:50][cH:51]2)[CH2:52][CH2:53]1.[O:54]1[CH2:55][CH2:56][N:57]([c:60]2[cH:61][cH:62][c:63]([NH:66][C:67](=[O:68])[N:69]3[CH2:70][CH2:71][c:72]4[c:73]3[n:74][c:75]([N:103]3[CH2:104][CH2:105][O:106][CH2:107][CH2:108]3)[n:76][c:77]4-[c:78]3[cH:79][n:80][c:81]([N:84]([CH2:85][c:86]4[cH:87][cH:88][c:89]([O:90][CH3:91])[cH:92][cH:93]4)[CH2:94][c:95]4[cH:96][cH:97][c:98]([O:99][CH3:100])[cH:101][cH:102]4)[n:82][cH:83]3)[cH:64][cH:65]2)[CH2:58][CH2:59]1>>[O:54]1[CH2:55][CH2:56][N:57]([c:60]2[cH:61][cH:62][c:63]([NH:66][C:67](=[O:68])[N:69]3[CH2:70][CH2:71][c:72]4[c:73]3[n:74][c:75]([N:103]3[CH2:104][CH2:105][O:106][CH2:107][CH2:108]3)[n:76][c:77]4-[c:78]3[cH:79][n:80][c:81]([NH2:84])[n:82][cH:83]3)[cH:64][cH:65]2)[CH2:58][CH2:59]1. RXN SMILES: [CH3:30][OH:31].[Cl:1][c:2]1[cH:3][cH:4][c:5]([CH2:6][n:7]2[c:8](=[O:25])[n:9]([CH2:19][C:20](=[O:21])[O:22][CH2:23][CH3:24])[c:10]3[c:11]([c:12]2=[O:13])[c:14]([CH3:18])[c:15]([CH3:17])[s:16]3)[cH:26][cH:27]1.[Na+:29].[OH-:28].[OH2:32]>>[Cl:1][c:2]1[cH:3][cH:4][c:5]([CH2:6][n:7]2[c:8](=[O:25])[n:9]([CH2:19][C:20](=[O:21])[OH:22])[c:10]3[c:11]([c:12]2=[O:13])[c:14]([CH3:18])[c:15]([CH3:17])[s:16]3)[cH:26][cH:27]1. Starting materials: CO, CCOC(=O)Cn1c(=O)n(Cc2ccc(Cl)cc2)c(=O)c2c(C)c(C)sc21, [Na+], [OH-], O. Yields the product Cc1sc2c(c1C)c(=O)n(Cc1ccc(Cl)cc1)c(=O)n2CC(=O)O. Reactants: C1(=CC=C(C=C1)S(=O)(=O)Cl)C (p-toluenesulfonyl chloride), OCC(C=C)O (1,2-Dihydroxy-3-butene), C1(=CC=C(C=C1)S(=O)(=O)Cl)C (p-TsCl). Run in N1=CC=CC=C1 (pyridine). Conditions: time 18 hour. Yields the product S(=O)(=O)(C1=CC=C(C)C=C1)OCC(C=C)O (1-Tosyloxy-2-hydroxy-3-butene). RXN SMILES: [OH:1][CH2:2][CH:3]([OH:6])[CH:4]=[CH2:5].[C:7]1([CH3:17])[CH:12]=[CH:11][C:10]([S:13](Cl)(=[O:15])=[O:14])=[CH:9][CH:8]=1>N1C=CC=CC=1>[S:13]([O:1][CH2:2][CH:3]([OH:6])[CH:4]=[CH2:5])([C:10]1[CH:11]=[CH:12][C:7]([CH3:17])=[CH:8][CH:9]=1)(=[O:15])=[O:14]. Procedure: 1,2-Dihydroxy-3-butene (20.00 g; 0.227 mol; 1.05 equiv) was dissolved in pyridine (200 mL). The reaction mixture was cooled in an ice bath and p-toluenesulfonyl chloride (p-TsCl) (41.11 g; 0.216 mol) was added in four portions over 30 min. After thorough mixing, the reaction mixture was placed at 4° C. for 18 h, at which time thin layer chromotography (hereinafter TLC) analysis indicated no p-TsCl. The mixture was concentrated to about half the original volume at reduced pressure from a 40° C. w...